From a dataset of the Open Reaction Database (ORD), a public repository of structured organic reaction records. describe an organic reaction: reactants, conditions, products, and yield The reactants are CS(=O)(=O)C1=NC=CC(=N1)N1C=NC2=C1C=CC=C2 (2-Methanesulfonyl-4-[benzimidazol-1-yl]pyrimidine), C(C1=CC=2OCOC2C=C1)N (piperonylamine). Product: C1OC=2C=C(CNC3=NC=CC(=N3)N3C=NC4=C3C=CC=C4)C=CC2O1 (2-[3,4-Methylenedioxybenzylamino]-4-[benzimidazol-1-yl]pyrimidine). RXN SMILES: CS([C:5]1[N:10]=[C:9]([N:11]2[C:15]3[CH:16]=[CH:17][CH:18]=[CH:19][C:14]=3[N:13]=[CH:12]2)[CH:8]=[CH:7][N:6]=1)(=O)=O.[CH2:20]([NH2:30])[C:21]1[CH:29]=[CH:28][C:27]2[O:26][CH2:25][O:24][C:23]=2[CH:22]=1>>[CH2:25]1[O:26][C:27]2[CH:28]=[CH:29][C:21]([CH2:20][NH:30][C:5]3[N:10]=[C:9]([N:11]4[C:15]5[CH:16]=[CH:17][CH:18]=[CH:19][C:14]=5[N:13]=[CH:12]4)[CH:8]=[CH:7][N:6]=3)=[CH:22][C:23]=2[O:24]1. Procedure details: 2-Methanesulfonyl-4-[benzimidazol-1-yl]pyrimidine was reacted with piperonylamine according to the procedure described in EXAMPLE 1, Step C to afford the title compound. Mass Spectrum (ESI): m/e 346.2 (M+1). 1H NMR (500 MHz, CDCl3): δ 8.61 (s, 1H); 8.42 (br s, 1H); 8.11 (br s, 1H); 7.86 (m, 1H); 7.38 (m, 2H); 6.89 (m, 2H); 6.83 (m, 2H); 5.97 (s, 2H); 5.79 (br s, 1H); 4.65 (d, J=5.7 Hz, 2H). Reactants: O=C(n1ccnc1)n1ccnc1, CCOC(=O)CC(=O)[O-], CCOC(C)=O, Cl, O=C(O)c1ccc(F)nc1, [Mg+], C1CCOC1, O. Product: CCOC(=O)CC(=O)c1ccc(F)nc1. As a reaction SMILES: [C:11]([n:12]1[cH:13][cH:14][n:15][cH:16]1)([n:17]1[cH:18][cH:19][n:20][cH:21]1)=[O:22].[C:24]([CH2:25][C:26]([O-:27])=[O:28])(=[O:29])[O:30][CH2:31][CH3:32].[CH3:40][CH2:41][O:42][C:43](=[O:44])[CH3:45].[ClH:33].[F:1][c:2]1[cH:3][cH:4][c:5]([C:8](=[O:9])[OH:10])[cH:6][n:7]1.[Mg+:23].[O:34]1[CH2:35][CH2:36][CH2:37][CH2:38]1.[OH2:39]>>[F:1][c:2]1[cH:3][cH:4][c:5]([C:8](=[O:10])[CH2:25][C:24](=[O:29])[O:30][CH2:31][CH3:32])[cH:6][n:7]1. Reactants: BrB(Br)Br, ClCCl, Cl, O, COc1cccc(C2CCCN(CCc3c[nH]c4ccccc34)C2)c1. The product is Oc1cccc(C2CCCN(CCc3c[nH]c4ccccc34)C2)c1. RXN SMILES: [B:27]([Br:28])([Br:29])[Br:30].[Cl:32][CH2:33][Cl:34].[ClH:1].[OH2:31].[nH:2]1[cH:3][c:4]([CH2:11][CH2:12][N:13]2[CH2:14][CH:15]([c:19]3[cH:20][c:21]([O:25][CH3:26])[cH:22][cH:23][cH:24]3)[CH2:16][CH2:17][CH2:18]2)[c:5]2[cH:6][cH:7][cH:8][cH:9][c:10]12>>[nH:2]1[cH:3][c:4]([CH2:11][CH2:12][N:13]2[CH2:14][CH:15]([c:19]3[cH:20][c:21]([OH:25])[cH:22][cH:23][cH:24]3)[CH2:16][CH2:17][CH2:18]2)[c:5]2[cH:6][cH:7][cH:8][cH:9][c:10]12. The reactants are C1CCOC1, CCO, COCc1ccc(O)c([N+](=O)[O-])c1. Product: COCc1ccc(O)c(N)c1. Reaction SMILES: [CH2:17]1[O:18][CH2:19][CH2:20][CH2:21]1.[CH3:14][CH2:15][OH:16].[CH3:1][O:2][CH2:3][c:4]1[cH:5][c:6]([N+:11]([O-:12])=[O:13])[c:7]([OH:10])[cH:8][cH:9]1>>[CH3:1][O:2][CH2:3][c:4]1[cH:5][c:6]([NH2:11])[c:7]([OH:10])[cH:8][cH:9]1. The reactants are C(C)(C)(C)[Si](C1=CC=CC=C1)(C1=CC=CC=C1)OC1=CC=C(C=C1)OC[C@H]1OC1 (t-butyl-[4-(2S)-oxiranylmethoxy-phenoxy]-diphenylsilane), CN1C=NC(=C1)S(=O)(=O)N1CCC(CC1)CN (1-(1-methyl-1H-imidazole-4-sulfonyl)-piperidin-4-ylmethyl amine). Yields the product O[C@H](COC1=CC=C(C=C1)O)CNCC1CCN(CC1)S(=O)(=O)C=1N=CN(C1)C (4-((2S)-2-Hydroxy-3-{[1-(1-methyl-1H-imidazole-4-sulfonyl)-piperidin-4-ylmethyl]-amino}-propoxy)-phenol). Yield: 10.6%. RXN SMILES: C([Si]([O:18][C:19]1[CH:24]=[CH:23][C:22]([O:25][CH2:26][C@@H:27]2[CH2:29][O:28]2)=[CH:21][CH:20]=1)(C1C=CC=CC=1)C1C=CC=CC=1)(C)(C)C.[CH3:30][N:31]1[CH:35]=[C:34]([S:36]([N:39]2[CH2:44][CH2:43][CH:42]([CH2:45][NH2:46])[CH2:41][CH2:40]2)(=[O:38])=[O:37])[N:33]=[CH:32]1>>[OH:28][C@@H:27]([CH2:29][NH:46][CH2:45][CH:42]1[CH2:41][CH2:40][N:39]([S:36]([C:34]2[N:33]=[CH:32][N:31]([CH3:30])[CH:35]=2)(=[O:38])=[O:37])[CH2:44][CH2:43]1)[CH2:26][O:25][C:22]1[CH:21]=[CH:20][C:19]([OH:18])=[CH:24][CH:23]=1. Procedure details: Prepared from t-butyl-[4-(2S)-oxiranylmethoxy-phenoxy]-diphenylsilane (0.404 g, 1.0 mmol) and [1-(1-methyl-1H-imidazole-4-sulfonyl)-piperidin-4-ylmethyl amine (0.650 g, 1.8 mmol) according to the procedure used in example 37 to give 0.045 g of the title compound as a white solid. Starting materials: Clc1ccc(Br)cc1, C1CCOC1, [Li]CCCC, CC1CN(C(=O)OC(C)(C)C)CCC1=O. The product is CC1CN(C(=O)OC(C)(C)C)CCC1(O)c1ccc(Cl)cc1. As a reaction SMILES: [Br:1][c:2]1[cH:3][cH:4][c:5]([Cl:8])[cH:6][cH:7]1.[CH2:29]1[O:30][CH2:31][CH2:32][CH2:33]1.[CH2:9]([Li:10])[CH2:11][CH2:12][CH3:13].[CH3:14][CH:15]1[CH2:16][N:17]([C:22](=[O:23])[O:24][C:25]([CH3:26])([CH3:27])[CH3:28])[CH2:18][CH2:19][C:20]1=[O:21]>>[c:2]1([C:20]2([OH:21])[CH:15]([CH3:14])[CH2:16][N:17]([C:22](=[O:23])[O:24][C:25]([CH3:26])([CH3:27])[CH3:28])[CH2:18][CH2:19]2)[cH:3][cH:4][c:5]([Cl:8])[cH:6][cH:7]1.